Dataset: the Open Reaction Database (ORD), a public repository of structured organic reaction records. Task: describe an organic reaction: reactants, conditions, products, and yield Reactants: C([O-])([O-])=O.[Cs+].[Cs+] (caesium carbonate), BrC1=NC(=CC=C1)OC (2-bromo-6-methoxypyridine), C1(=CC=CC=C1)NC(=O)C=1N=C2N(C=C(C=C2)B(O)O)C1 (2-phenylcarbamoylimidazo[1,2-a]pyridine-6-boronic acid). Reagents/catalysts: C1=CC=C(C=C1)P([C-]2C=CC=C2)C3=CC=CC=C3.C1=CC=C(C=C1)P([C-]2C=CC=C2)C3=CC=CC=C3.Cl[Pd]Cl.[Fe+2] ([1,1′-bis(diphenylphosphino)ferrocene]dichloropalladium). Run in O1CCOCC1 (dioxane), O (water). The product is COC1=CC=CC(=N1)C=1C=CC=2N(C1)C=C(N2)C(=O)NC2=CC=CC=C2 (6-(6-methoxypyrid-2-yl)-N-phenylimidazo[1,2-a]pyridine-2-carboxamide). Isolated yield 21.8%. Reaction SMILES: C(=O)([O-])[O-].[Cs+].[Cs+].Br[C:8]1[CH:13]=[CH:12][CH:11]=[C:10]([O:14][CH3:15])[N:9]=1.[C:16]1([NH:22][C:23]([C:25]2[N:26]=[C:27]3[CH:32]=[CH:31][C:30](B(O)O)=[CH:29][N:28]3[CH:36]=2)=[O:24])[CH:21]=[CH:20][CH:19]=[CH:18][CH:17]=1>O1CCOCC1.O.C1C=CC(P(C2C=CC=CC=2)[C-]2C=CC=C2)=CC=1.C1C=CC(P(C2C=CC=CC=2)[C-]2C=CC=C2)=CC=1.Cl[Pd]Cl.[Fe+2]>[CH3:15][O:14][C:10]1[N:9]=[C:8]([C:30]2[CH:31]=[CH:32][C:27]3[N:28]([CH:36]=[C:25]([C:23]([NH:22][C:16]4[CH:21]=[CH:20][CH:19]=[CH:18][CH:17]=4)=[O:24])[N:26]=3)[CH:29]=2)[CH:13]=[CH:12][CH:11]=1 |f:0.1.2,7.8.9.10|. Procedure: To a solution of 624 mg of caesium carbonate, 90 mg of 2-bromo-6-methoxypyridine and 17.5 mg of [1,1′-bis(diphenylphosphino)ferrocene]dichloropalladium in 10 mL of dioxane and 4 mL of water are added 160 mg of 2-phenylcarbamoylimidazo[1,2-a]pyridine-6-boronic acid. The mixture is refluxed for one hour, and then cooled and concentrated to dryness under reduced pressure. The residue is taken up in 150 mL of dichloromethane and washed with 100 mL of water. The organic phase is dried over magnesium ... Reactants: OC=1C=CC(=C(C1)\C=C\C(CC(\C=C\C1=CC=C(C=C1)O)=O)=O)[N+](=O)[O-] ((1E,6E)-1-(5-hydroxy-2-nitrophenyl)-7-(4-hydroxyphenyl)hepta-1,6-diene-3,5-dione), [Sn](Cl)Cl (tin(II) chloride). The product is NC1=C(C=C(C=C1)O)\C=C\C(CC(\C=C\C1=CC=C(C=C1)O)=O)=O ((1E,6E)-1-(2-amino-5-hydroxyphenyl)-7-(4-hydroxyphenyl)hepta-1,6-diene-3,5-dione). Reaction conditions: temperature 60 celsius, time 1.5 hour. Solvent: CO.C(Cl)(Cl)Cl (methanol chloroform), C(=O)(O)[O-].[Na+] (NaHCO3), C(C)(=O)OCC (ethyl acetate). Reported procedure: To a solution of (1E,6E)-1-(5-hydroxy-2-nitrophenyl)-7-(4-hydroxyphenyl)hepta-1,6-diene-3,5-dione (26 mg, 73 μmol, synthesized in Example 4) in 3.0 mL of ethyl acetate was added anhydrous tin(II) chloride (57 mg, 0.30 mmol) at room temperature. After being stirred at 60° C. for 1.5 h, the reaction mixture was cooled to room temperature, and was diluted with 10% methanol/chloroform and saturated NaHCO3 aqueous solution, successively. The mixture was shaken before filtration to remove inorganic sa... The yield is 28.8%. As a reaction SMILES: [OH:1][C:2]1[CH:3]=[CH:4][C:5]([N+:24]([O-])=O)=[C:6](/[CH:8]=[CH:9]/[C:10](=[O:23])[CH2:11][C:12](=[O:22])/[CH:13]=[CH:14]/[C:15]2[CH:20]=[CH:19][C:18]([OH:21])=[CH:17][CH:16]=2)[CH:7]=1.[Sn](Cl)Cl>C(OCC)(=O)C.CO.C(Cl)(Cl)Cl.C([O-])(O)=O.[Na+]>[NH2:24][C:5]1[CH:4]=[CH:3][C:2]([OH:1])=[CH:7][C:6]=1/[CH:8]=[CH:9]/[C:10](=[O:23])[CH2:11][C:12](=[O:22])/[CH:13]=[CH:14]/[C:15]1[CH:16]=[CH:17][C:18]([OH:21])=[CH:19][CH:20]=1 |f:3.4,5.6|. Starting materials: C(C)N(C(C)C)CC (Diethyl-iso-propylamine), CC1=NC(=NC=C1C(=O)O)C1=NC=CC=C1 (4-methyl-2-pyridin-2-yl-pyrimidine-5-carboxylic acid), N1(C=CC=2C1=NC=CC2)N (pyrrolo[2,3-b]pyridine-1-ylamine), CN(C)C(=[N+](C)C)ON1C2=C(C=CC=C2)N=N1.[B-](F)(F)(F)F (TBTU). The solvent is CN(C)C=O (DMF). Reaction conditions: temperature 80 celsius, time 8 hour. The product is N1(C=CC=2C1=NC=CC2)NC(=O)C=2C(=NC(=NC2)C2=NC=CC=C2)C (4-methyl-2-pyridin-2-yl-pyrimidine-5-carboxylic acid pyrrol[2,3-b]pyridine-1-ylamide). Isolated yield 38.3%. Reaction SMILES: C(N(CC)C(C)C)C.[CH3:9][C:10]1[C:15]([C:16]([OH:18])=O)=[CH:14][N:13]=[C:12]([C:19]2[CH:24]=[CH:23][CH:22]=[CH:21][N:20]=2)[N:11]=1.[N:25]1([NH2:34])[C:29]2=[N:30][CH:31]=[CH:32][CH:33]=[C:28]2[CH:27]=[CH:26]1.CN(C(ON1N=NC2C=CC=CC1=2)=[N+](C)C)C.[B-](F)(F)(F)F>CN(C=O)C>[N:25]1([NH:34][C:16]([C:15]2[C:10]([CH3:9])=[N:11][C:12]([C:19]3[CH:24]=[CH:23][CH:22]=[CH:21][N:20]=3)=[N:13][CH:14]=2)=[O:18])[C:29]2=[N:30][CH:31]=[CH:32][CH:33]=[C:28]2[CH:27]=[CH:26]1 |f:3.4|. Reported procedure: Diethyl-iso-propylamine (1.13 mmol) is added a solution of 4-methyl-2-pyridin-2-yl-pyrimidine-5-carboxylic acid (0.75 mmol), pyrrolo[2,3-b]pyridine-1-ylamine (0.75 mmol) and TBTU (0.9 mmol) in anhydrous DMF (7 mL) at rt, and the reaction mixture is stirred at 80° C. overnight. The reaction mixture is concentrated in vacuo. The residue is dissolved in EtOAc, washed with saturated aqueous Na2CO3 and water, dried (Na2SO4), filtered and concentrated in vacuo. The residue is purified by silica gel ch...